From a dataset of the Open Reaction Database (ORD), a public repository of structured organic reaction records. describe an organic reaction: reactants, conditions, products, and yield Reactants: CC1=CC(OC(=C1)C1CCCCC1)=O (4-methyl-6-cyclohexyl-2-pyrone), S(=O)(=O)(O)O.NO (hydroxylamine sulfate), N1C=NC=C1 (imidazole), S(=O)(=O)(O)O.NO (hydroxylamine sulfate). The product is ON1C(C=C(C=C1C1CCCCC1)C)=O (1-hydroxy-4-methyl-6-cyclohexyl-2-pyridone). Isolated yield 93.3%. As a reaction SMILES: [CH3:1][C:2]1[CH:7]=[C:6]([CH:8]2[CH2:13][CH2:12][CH2:11][CH2:10][CH2:9]2)[O:5][C:4](=O)[CH:3]=1.S(O)(O)(=O)=O.[NH2:20][OH:21].N1C=CN=C1>>[OH:21][N:20]1[C:6]([CH:8]2[CH2:13][CH2:12][CH2:11][CH2:10][CH2:9]2)=[CH:7][C:2]([CH3:1])=[CH:3][C:4]1=[O:5] |f:1.2|. Reported procedure: 20 g of 4-methyl-6-cyclohexyl-2-pyrone, 8 g of hydroxylamine sulfate and 50 g of imidazole were heated to 90° C. Further 10 g of hydroxylamine sulfate were added portionwise in the course of 3 hours. After a reaction time of 5 hours, the mixture was worked up. 11.8 g of 1-hydroxy-4-methyl-6-cyclohexyl-2-pyridone melting at 143° C were obtained. Reactants: CCOCc1nc2cnc3cc(Br)ccc3c2n1CCCOC(C)C, CC(=O)OO, O=C([O-])O, CCOC(C)=O, [Na+], [Na+], [Na+], O, O=S([O-])S(=O)(=O)[O-]. Yields the product CCOCc1nc2c[n+]([O-])c3cc(Br)ccc3c2n1CCCOC(C)C. RXN SMILES: [Br:1][c:2]1[cH:3][cH:4][c:5]2[c:6]3[c:7]([cH:8][n:9][c:10]2[cH:11]1)[n:12][c:13]([CH2:22][O:23][CH2:24][CH3:25])[n:14]3[CH2:15][CH2:16][CH2:17][O:18][CH:19]([CH3:20])[CH3:21].[C:26]([O:27][OH:29])(=[O:28])[CH3:30].[C:40](=[O:41])([OH:42])[O-:43].[CH3:45][CH2:46][O:47][C:48](=[O:49])[CH3:50].[Na+:38].[Na+:39].[Na+:44].[OH2:51].[S:31]([S:32]([O-:33])=[O:34])([O-:35])(=[O:36])=[O:37]>>[Br:1][c:2]1[cH:3][cH:4][c:5]2[c:6]3[c:7]([cH:8][n+:9]([O-:28])[c:10]2[cH:11]1)[n:12][c:13]([CH2:22][O:23][CH2:24][CH3:25])[n:14]3[CH2:15][CH2:16][CH2:17][O:18][CH:19]([CH3:20])[CH3:21]. Starting materials: C(C=C)C1=C(C=C(C(=O)O)C=C1)C(=O)O (4-allyl isophthalic acid), C([O-])([O-])=O.[Na+].[Na+] (sodium carbonate). Reagents/catalysts: CC#N.CC#N.Cl[Pd]Cl (bis(acetonitrile)dichloropalladium). Solvent: C1CCOC1 (THF). Conditions: time 4 hour. The product is CC=1OC(C2=CC(=CC=C2C1)C(=O)O)=O (3-methyl-1-oxo-1H-isochromene-7-carboxylic acid). The yield is 22.6%. As a reaction SMILES: [CH2:1]([C:4]1[CH:12]=[CH:11][C:7]([C:8]([OH:10])=[O:9])=[CH:6][C:5]=1[C:13]([OH:15])=[O:14])[CH:2]=[CH2:3].C(=O)([O-])[O-].[Na+].[Na+]>CC#N.CC#N.Cl[Pd]Cl.C1COCC1>[CH3:3][C:2]1[O:14][C:13](=[O:15])[C:5]2[C:4]([CH:1]=1)=[CH:12][CH:11]=[C:7]([C:8]([OH:10])=[O:9])[CH:6]=2 |f:1.2.3,4.5.6|. Procedure details: Under oxygen atmosphere, a mixture of 4-allyl isophthalic acid (500 mg), bis(acetonitrile)dichloropalladium (629 mg), sodium carbonate (514 mg), and THF (30 mL) was stirred at room temperature for 4 hours. The insoluble material of the reaction mixture was separated by filtration, and the filtrate was concentrated under reduced pressure. A mixture of the resulting residue and DMF (5 mL) was diluted with 1M hydrochloric acid, and the precipitate was collected by filtration to obtain 3-methyl-1-ox... Reactants: CC(=O)OC1CC(C)c2c1ncnc2N1CCN(C(=O)OC(C)(C)C)CC1, C1CCOC1, CO, [Li+], [OH-], O. The product is CC1CC(O)c2ncnc(N3CCN(C(=O)OC(C)(C)C)CC3)c21. RXN SMILES: [C:1](=[O:2])([CH3:3])[O:4][CH:5]1[CH2:6][CH:7]([CH3:27])[c:8]2[c:9]1[n:10][cH:11][n:12][c:13]2[N:14]1[CH2:15][CH2:16][N:17]([C:20](=[O:21])[O:22][C:23]([CH3:24])([CH3:25])[CH3:26])[CH2:18][CH2:19]1.[CH2:33]1[O:34][CH2:35][CH2:36][CH2:37]1.[CH3:31][OH:32].[Li+:29].[OH-:28].[OH2:30]>>[OH:4][CH:5]1[CH2:6][CH:7]([CH3:27])[c:8]2[c:9]1[n:10][cH:11][n:12][c:13]2[N:14]1[CH2:15][CH2:16][N:17]([C:20](=[O:21])[O:22][C:23]([CH3:24])([CH3:25])[CH3:26])[CH2:18][CH2:19]1. Isolated yield 71.0%. Procedure: General procedure B was followed using tert-butyl-4-(dimethylcarbamoyl)piperidine-1-carboxylate 2 (0.16 g, 0.60 mmol), MeOH (2.5 mL) and a 4 M solution of hydrogen chloride in 1,4-dioxane (2.5 mL) to furnish the title compound as a pale yellow oil (67 mg, 71%), umax (CHCl3)/cm−1 3003, 2947, 1625, 1497, 1401, 1320, 1240, 1137, 1105; m/z (ESI) C8H17N2O requires 157.1335, found [M+H]+ 157.1338. Product: solution, Cl (hydrogen chloride), CN(C(=O)C1CCNCC1)C (N,N-dimethylpiperidine-4-carboxamide). Reaction SMILES: C(OC([N:8]1[CH2:13][CH2:12][CH:11]([C:14](=[O:18])[N:15]([CH3:17])[CH3:16])[CH2:10][CH2:9]1)=O)(C)(C)C.CO.C(Cl)(Cl)[Cl:22]>O1CCOCC1>[ClH:22].[CH3:16][N:15]([CH3:17])[C:14]([CH:11]1[CH2:10][CH2:9][NH:8][CH2:13][CH2:12]1)=[O:18]. Starting materials: C(Cl)(Cl)Cl (CHCl3), CO (MeOH), C(C)(C)(C)OC(=O)N1CCC(CC1)C(N(C)C)=O (tert-butyl-4-(dimethylcarbamoyl)piperidine-1-carboxylate). Solvent: O1CCOCC1 (1,4-dioxane). Starting materials: BrCC(=O)OCC (ethyl bromoacetate), C([O-])([O-])=O.[Cs+].[Cs+] (cesium carbonate), C(C)(C)(C)[Si](OC=1C=CC=C2C=CNC12)(C)C (7-(tert-butyl-dimethyl-silanyloxy)-1H-indole). Run in C(C)#N (acetonitrile). Yields the product C(C)OC(CN1C=CC2=CC=CC(=C12)O[Si](C)(C)C(C)(C)C)=O ([7-(tert-Butyl-dimethyl-silanyloxy)-indol-1-yl]-acetic acid ethyl ester). As a reaction SMILES: [C:1]([Si:5]([CH3:17])([CH3:16])[O:6][C:7]1[CH:8]=[CH:9][CH:10]=[C:11]2[C:15]=1[NH:14][CH:13]=[CH:12]2)([CH3:4])([CH3:3])[CH3:2].Br[CH2:19][C:20]([O:22][CH2:23][CH3:24])=[O:21].C(=O)([O-])[O-].[Cs+].[Cs+]>C(#N)C>[CH2:23]([O:22][C:20](=[O:21])[CH2:19][N:14]1[C:15]2[C:11](=[CH:10][CH:9]=[CH:8][C:7]=2[O:6][Si:5]([C:1]([CH3:4])([CH3:3])[CH3:2])([CH3:17])[CH3:16])[CH:12]=[CH:13]1)[CH3:24] |f:2.3.4|. Procedure details: In analogy to the procedure described in example 6 b], 7-(tert-butyl-dimethyl-silanyloxy)-1H-indole (EP 206225 A2) was reacted with ethyl bromoacetate in the presence of cesium carbonate in acetonitrile to give the title compound as colorless liquid. Product: CCCC1SC(=O)N(CCCCBr)C1=O. As a reaction SMILES: [Br:12][CH2:13][CH2:14][CH2:15][CH2:16][Br:17].[CH2:2]([CH2:3][CH3:4])[CH:5]1[C:6](=[O:11])[NH:7][C:8](=[O:10])[S:9]1.[CH3:18][N:19]([CH3:20])[CH:21]=[O:22].[Na:1]>>[CH2:2]([CH2:3][CH3:4])[CH:5]1[C:6](=[O:11])[N:7]([CH2:16][CH2:15][CH2:14][CH2:13][Br:12])[C:8](=[O:10])[S:9]1. Reactants: BrCCCCBr, CCCC1SC(=O)NC1=O, CN(C)C=O, [Na]. The reactants are N1[C@H](C(=O)[C@@H]2NCCC2)CCC1 (2-(R)-Prolylpyrrolidine), [OH-].[Na+] (NaOH), Cl (HCl). Solvent: C1CCOC1 (THF), C1CCOC1 (THF). Conditions: temperature 0 celsius. Product: N1(CCCC1)C[C@@H]1NCCC1 (2(R)-pyrrolidin-1-ylmethylpyrrolidine), liquid. Isolated yield 73.0%. As a reaction SMILES: N1CCC[C@H]1[C:3]([C@H:5]1[CH2:9][CH2:8][CH2:7][NH:6]1)=O.Cl.[OH-].[Na+]>C1COCC1>[N:6]1([CH2:3][C@H:5]2[CH2:9][CH2:8][CH2:7][NH:6]2)[CH2:7][CH2:8][CH2:9][CH2:5]1 |f:2.3|. Procedure details: 2-(R)-Prolylpyrrolidine (1.2 g, 7.1 mmol) was dissolved in THF (10 ml). The reaction mixture was cooled to 0° C. and BH3, 1M in THF (10 ml, 10 mmol) was dropwise at 0 C. The reaction mixture was refluxed for 16 h, 3 M HCl (4.7 ml). 2 M NaOH solution was added until pH 10 was reached. The product was extracted with 5% MeOH in CH2Cl2 (three times). The organic layers were dried over Na2SO4 and the solvent was removed to provide the title compound as a slightly yellow liquid (73%), which was used w... Reactants: C([C@@H](O)[C@H](O)C(=O)O)(=O)O (D-(-)-tartaric acid), Cl (hydrochloric acid), [OH-].[Na+] (sodium hydroxide), N12CC(C(CC1)CC2)NC(C2=CC(=CC=C2)Cl)=O (N-(3-quinuclidinyl)-3-chlorobenzamide). The solvent is CO (methanol), CC(=O)C (acetone), O (water), CO (methanol). Yields the product Cl.N12C[C@H](C(CC1)CC2)NC(C2=CC(=CC=C2)Cl)=O ((S)-(-)-N-(3-quinuclidinyl)-3-chlorobenzamide hydrochloride). Isolated yield 87.1%. RXN SMILES: [N:1]12[CH2:8][CH2:7][CH:4]([CH2:5][CH2:6]1)[CH:3]([NH:9][C:10](=[O:18])[C:11]1[CH:16]=[CH:15][CH:14]=[C:13]([Cl:17])[CH:12]=1)[CH2:2]2.C(O)(=O)[C@H]([C@@H](C(O)=O)O)O.[OH-].[Na+].Cl>CO.O.CC(C)=O>[ClH:17].[N:1]12[CH2:6][CH2:5][CH:4]([CH2:7][CH2:8]1)[C@H:3]([NH:9][C:10](=[O:18])[C:11]1[CH:16]=[CH:15][CH:14]=[C:13]([Cl:17])[CH:12]=1)[CH2:2]2 |f:2.3,8.9|. Reported procedure: In 60 ml of methanol was dissolved 23 g of N-(3-quinuclidinyl)-3-chlorobenzamide followed by addition of a solution of D-(-)-tartaric acid (13 g) in 40 ml of methanol. The mixture was ice-cooled and the resulting crystals were recovered by filtration. To the crystals was added 350 ml of methanol and the mixture was refluxed for a while. After cooling, the crystals were collected by filtration. The above operation was repeated twice and the crystals obtained were dissolved in water and sodium hyd...